Dataset: the Open Reaction Database (ORD), a public repository of structured organic reaction records. Task: describe an organic reaction: reactants, conditions, products, and yield The reactants are COC=1C=NC2=C(C1)NC=N2 (6-methoxyimidazopyridine), C(C)(=O)O (acetic acid). The reagents and catalysts are [Pd] (palladium on carbon). Product: COC1CCC=2N(C1)C=CN2 (6-methoxy-5,6,7,8-tetrahydroimidazo[1,2-a]pyridine). Yield: 97.0%. Reaction SMILES: [CH3:1][O:2][C:3]1[CH:4]=[N:5][C:6]2[N:11]=[CH:10]N[C:7]=2[CH:8]=1.[C:12](O)(=O)C>[Pd]>[CH3:1][O:2][CH:3]1[CH2:4][N:5]2[CH:12]=[CH:10][N:11]=[C:6]2[CH2:7][CH2:8]1. Procedure: Add acetic acid (40 mL) to a heterogeneous solution of 6-methoxyimidazopyridine (1.0 g; 1.0 equiv; 6.75 mmoles) and 10% palladium on carbon (1.0 g; 1.4 equiv; 9.40 mmoles). Evacuate and backfill the reaction vessel with nitrogen (3×) then hydrogen (3×). Vigorously stir the reaction under hydrogen at ambient temperature for 3 hours. Filter the reaction mixture through celite, and wash the filter cake with a 1:1 mixture of dichloromethane and methanol. Concentrate the filtrate and dissolve the cru... Reactants: CC(C)C(=O)Nc1cccc(C2CCNCC2)c1, CC(CO)CCl. Yields the product CC(CO)CN1CCC(c2cccc(NC(=O)C(C)C)c2)CC1. Reaction SMILES: [CH3:7][CH:8]([C:9](=[O:10])[NH:11][c:12]1[cH:13][c:14]([CH:18]2[CH2:19][CH2:20][NH:21][CH2:22][CH2:23]2)[cH:15][cH:16][cH:17]1)[CH3:24].[Cl:1][CH2:2][CH:3]([CH2:4][OH:5])[CH3:6]>>[CH2:2]([CH:3]([CH2:4][OH:5])[CH3:6])[N:21]1[CH2:20][CH2:19][CH:18]([c:14]2[cH:13][c:12]([NH:11][C:9]([CH:8]([CH3:7])[CH3:24])=[O:10])[cH:17][cH:16][cH:15]2)[CH2:23][CH2:22]1.